From a dataset of the Open Reaction Database (ORD), a public repository of structured organic reaction records. describe an organic reaction: reactants, conditions, products, and yield Reactants: C(CCC)[Li] (Butyl lithium), C(CC)NC(=O)C1=CN=CS1 (N-propyl thiazole-5-carboxamide), ClC1=CC=C(OCCS(=O)(=O)C2=CC=C(C=C2)Cl)C=C1 (2-(4-chlorophenoxy)-1-(4-chlorophenylsulphonyl)ethane), resultant solution, resultant solution, C(C)OC(C)=O (ethylacetate). The solvent is O1CCCC1 (tetrahydrofuran), CCCCCC (hexane), O1CCCC1 (tetrahydrofuran), petroleum ether. Yields the product C(CC)N(C(=O)C1=CN=CS1)CCOC1=CC=C(C=C1)Cl (N-propyl-N-[2-(4-chlorophenoxy)ethyl]thiazole-5-carboxamide). The yield is 74.5%. Reaction SMILES: C([Li])CCC.[CH2:6]([NH:9][C:10]([C:12]1[S:16][CH:15]=[N:14][CH:13]=1)=[O:11])[CH2:7][CH3:8].[Cl:17][C:18]1[CH:36]=[CH:35][C:21]([O:22][CH2:23][CH2:24]S(C2C=CC(Cl)=CC=2)(=O)=O)=[CH:20][CH:19]=1.C(OC(=O)C)C>CCCCCC.O1CCCC1>[CH2:6]([N:9]([CH2:24][CH2:23][O:22][C:21]1[CH:35]=[CH:36][C:18]([Cl:17])=[CH:19][CH:20]=1)[C:10]([C:12]1[S:16][CH:15]=[N:14][CH:13]=1)=[O:11])[CH2:7][CH3:8]. Procedure details: Butyl lithium (1.6 M, 7.5 ml) in hexane was added to a solution of the N-propyl thiazole-5-carboxamide (1.7 g, 10 mmol) obtained in A in tetrahydrofuran (80 ml) at -78° C. under an atmosphere of nitrogen. The resultant solution was stirred for 10 minutes and then allowed to warm to room temperature whereupon the 2-(4-chlorophenoxy)-1-(4-chlorophenylsulphonyl)ethane (5.20 g, 15 mmol) obtained in B dissolved in tetrahydrofuran (40 ml) was added. The resultant solution was then refluxed for 5 days.... The reactants are NNC(=O)c1ccccc1, CCCCCCCCCCCCN1C(=O)C(=O)c2ccccc21. Yields the product CCCCCCCCCCCCN1C(=O)C(=NNC(=O)c2ccccc2)c2ccccc21. As a reaction SMILES: [C:24]([c:25]1[cH:26][cH:27][cH:28][cH:29][cH:30]1)(=[O:31])[NH:32][NH2:33].[CH2:1]([CH2:2][CH2:3][CH2:4][CH2:5][CH2:6][CH2:7][CH2:8][CH2:9][CH2:10][CH2:11][CH3:12])[N:13]1[C:14](=[O:15])[C:16](=[O:17])[c:18]2[cH:19][cH:20][cH:21][cH:22][c:23]21>>[CH2:1]([CH2:2][CH2:3][CH2:4][CH2:5][CH2:6][CH2:7][CH2:8][CH2:9][CH2:10][CH2:11][CH3:12])[N:13]1[C:14](=[O:15])[C:16](=[N:33][NH:32][C:24]([c:25]2[cH:26][cH:27][cH:28][cH:29][cH:30]2)=[O:31])[c:18]2[cH:19][cH:20][cH:21][cH:22][c:23]21. Starting materials: CCOC(=O)C1CCC(Nc2nccc(-c3cnc4c(OCc5ccccc5)cccn34)n2)CC1, CCN(C(C)C)C(C)C, OC1CCNCC1, CN(C)C=O, O. Product: O=C(C1CCC(Nc2nccc(-c3cnc4c(OCc5ccccc5)cccn34)n2)CC1)N1CCC(O)CC1. As a reaction SMILES: [CH2:1]([O:3][C:4](=[O:2])[CH:6]1[CH2:7][CH2:8][CH:9]([NH:12][c:13]2[n:14][cH:15][cH:16][c:17](-[c:19]3[cH:20][n:21][c:22]4[n:23]3[cH:24][cH:25][cH:26][c:27]4[O:28][CH2:29][c:30]3[cH:31][cH:32][cH:33][cH:34][cH:35]3)[n:18]2)[CH2:10][CH2:11]1)[CH3:5].[CH:36]([N:37]([CH2:38][CH3:39])[CH:40]([CH3:41])[CH3:42])([CH3:43])[CH3:44].[NH:45]1[CH2:46][CH2:47][CH:48]([OH:51])[CH2:49][CH2:50]1.[O:52]=[CH:53][N:54]([CH3:55])[CH3:56].[OH2:57]>>[O:3]=[C:4]([CH:6]1[CH2:7][CH2:8][CH:9]([NH:12][c:13]2[n:14][cH:15][cH:16][c:17](-[c:19]3[cH:20][n:21][c:22]4[n:23]3[cH:24][cH:25][cH:26][c:27]4[O:28][CH2:29][c:30]3[cH:31][cH:32][cH:33][cH:34][cH:35]3)[n:18]2)[CH2:10][CH2:11]1)[N:45]1[CH2:46][CH2:47][CH:48]([OH:51])[CH2:49][CH2:50]1.